From a dataset of the Open Reaction Database (ORD), a public repository of structured organic reaction records. describe an organic reaction: reactants, conditions, products, and yield Starting materials: [Si](C)(C)(C(C)(C)C)Cl (tert-butyldimethylsilyl chloride), ice, OCC(CCC1=CC=C(C=C1)C)=O (1-hydroxy-4-(p-tolyl)butan-2-one), N1C=NC=C1 (imidazole). Yields the product [Si](C)(C)(C(C)(C)C)OCC(CCC1=CC=C(C=C1)C)=O (1-(tert-butyldimethylsilyloxy)-4-(4-methylphenyl)butan-2-one). Procedure: To an ice cooled solution of 1-hydroxy-4-(p-tolyl)butan-2-one in DMF (5 ml) was added imidazole (264 mg, 3.88 mmol) followed by tert-butyldimethylsilyl chloride (234 mg, 1.55 mmol). After 30 minutes the ice-bath was removed and then the mixture was stirred overnight at room temperature. The reaction mixture was poured into water (50 ml) and extracted with ethyl acetate. The organic layer was washed with brine, dried (magnesium sulfate), and concentrated in vacuo. The residue was purified by sili... The solvent is CN(C)C=O (DMF). The yield is 67.9%. Run at time 8 hour. Reaction SMILES: [OH:1][CH2:2][C:3](=[O:13])[CH2:4][CH2:5][C:6]1[CH:11]=[CH:10][C:9]([CH3:12])=[CH:8][CH:7]=1.N1C=CN=C1.[Si:19](Cl)([C:22]([CH3:25])([CH3:24])[CH3:23])([CH3:21])[CH3:20]>CN(C=O)C>[Si:19]([O:1][CH2:2][C:3](=[O:13])[CH2:4][CH2:5][C:6]1[CH:7]=[CH:8][C:9]([CH3:12])=[CH:10][CH:11]=1)([C:22]([CH3:25])([CH3:24])[CH3:23])([CH3:21])[CH3:20]. Starting materials: CCOC(=O)N1CCC(=C2c3ccc(Cl)cc3CCc4cc(Br)cnc24)CC1, CC1(C)OB(OC1(C)C)C2=CCCCC2. The reagents and catalysts are CCN=P(N=P(N(C)C)(N(C)C)N(C)C)(N(C)C)N(C)C (P2-Et), CC(C)c1cc(C(C)C)c(-c2ccccc2[PH](C(C)(C)C)(C(C)(C)C)[Pd]2(OS(C)(=O)=O)Nc3ccccc3-c3ccccc32)c(C(C)C)c1 (tBuXphos G3). The solvent is CS(C)=O (DMSO), O (water), CS(C)=O (DMSO), CS(C)=O (DMSO), CS(C)=O (DMSO). Conditions: time 22 hour. Product: CCOC(=O)N1CCC(=C2c3ccc(Cl)cc3CCc4cc(cnc24)C5=CCCCC5)CC1, CCOC(=O)N1CCC(=C2c3ccc(Cl)cc3CCc4cc(Br)cnc24)CC1, c1ccc(-c2ccccc2)cc1. Solvent: O1CCCC1 (tetrahydrofuran), O1CCCC1 (tetrahydrofuran). Reactants: C(C1=CC=CC=C1)OC=1C=C(C=CC1)CCCC(=O)O (4-(3-benzyloxyphenyl)butyric acid), [H-].[Al+3].[Li+].[H-].[H-].[H-] (lithium aluminum hydride). Procedure details: A solution of 4-(3-benzyloxyphenyl)butyric acid (22.0 g) in tetrahydrofuran (150 ml) was added dropwise to a suspension of lithium aluminum hydride (6.18 g) in tetrahydrofuran (150 ml) at 0° C. and then stirred for one hour at room temperature. The reaction mixture was quenched with H2O, acidified with 1N-hydrochloric acid, and extracted with ethyl acetate. The ethyl acetate layer was washed with 1N-hydrochloric acid, saturated aqueous sodium bicarbonate and water, dried (MgSO4), and concentrate... Run at time 1 hour. Isolated yield 98.3%. Reaction SMILES: [CH2:1]([O:8][C:9]1[CH:10]=[C:11]([CH2:15][CH2:16][CH2:17][C:18](O)=[O:19])[CH:12]=[CH:13][CH:14]=1)[C:2]1[CH:7]=[CH:6][CH:5]=[CH:4][CH:3]=1.[H-].[Al+3].[Li+].[H-].[H-].[H-]>O1CCCC1>[CH2:1]([O:8][C:9]1[CH:10]=[C:11]([CH2:15][CH2:16][CH2:17][CH2:18][OH:19])[CH:12]=[CH:13][CH:14]=1)[C:2]1[CH:3]=[CH:4][CH:5]=[CH:6][CH:7]=1 |f:1.2.3.4.5.6|. The product is C(C1=CC=CC=C1)OC=1C=C(C=CC1)CCCCO (4-(3-benzyloxyphenyl)butanol). Starting materials: CC(C)C[Al+]CC(C)C, CO, Cc1ccccc1, Cl, [H-], O, Cc1cc(-c2ccc(O)cc2)ccc1C#N. Product: Cc1cc(-c2ccc(O)cc2)ccc1C=O. As a reaction SMILES: [CH2:18]([Al+:19][CH2:20][CH:21]([CH3:22])[CH3:23])[CH:24]([CH3:25])[CH3:26].[CH3:27][OH:28].[CH3:30][c:31]1[cH:32][cH:33][cH:34][cH:35][cH:36]1.[ClH:29].[H-:17].[OH2:37].[OH:1][c:2]1[cH:3][cH:4][c:5](-[c:8]2[cH:9][c:10]([CH3:16])[c:11]([C:14]#[N:15])[cH:12][cH:13]2)[cH:6][cH:7]1>>[OH:1][c:2]1[cH:3][cH:4][c:5](-[c:8]2[cH:9][c:10]([CH3:16])[c:11]([CH:14]=[O:28])[cH:12][cH:13]2)[cH:6][cH:7]1. Run in CS(=O)C (dimethylsulfoxide), CS(=O)C (dimethylsulfoxide), CS(=O)C (dimethylsulfoxide). Procedure details: A mixture of 0.194 g. (0.007952 mole) of sodium hydride (free of mineral oil) and 5.5 ml. of dimethylsulfoxide is heated to 70° C. until gas evolution ceases under a nitrogen atmosphere. The resulting solution is cooled below room temperature and treated with a solution of 1.400 g. (0.00316 mole) of 4-carboxybutyltriphenyl phosphonium bromide [E. J. Corey et al., J. Am. Chem. Soc., 91, 5675 (1969)] in 6 ml. of dimethylsulfoxide. To the resulting red solution is added 0.00263 mole of 2-formylmeth... The product is C(=O)(O)CCCC\C=C/C=1C(CCC1)=O (2-(6-carboxy-2-cis-hexenyl)-cyclopent-2-en-1-one). Conditions: time 2.25 hour. The reactants are [H-].[Na+] (sodium hydride), C(=O)CC=1C(CCC1)=O (2-formylmethylcyclopent-2-en-1-one), [Br-].C(=O)(O)CCCC[P+](C1=CC=CC=C1)(C1=CC=CC=C1)C1=CC=CC=C1 (4-carboxybutyltriphenyl phosphonium bromide), ice water, [OH-].[Na+] (sodium hydroxide). As a reaction SMILES: [H-].[Na+].[Br-].[C:4]([CH2:7][CH2:8][CH2:9][CH2:10][P+](C1C=CC=CC=1)(C1C=CC=CC=1)C1C=CC=CC=1)([OH:6])=[O:5].[CH:30]([CH2:32][C:33]1[C:34](=[O:38])[CH2:35][CH2:36][CH:37]=1)=O.[OH-].[Na+]>CS(C)=O>[C:4]([CH2:7][CH2:8][CH2:9][CH2:10]/[CH:30]=[CH:32]\[C:33]1[C:34](=[O:38])[CH2:35][CH2:36][CH:37]=1)([OH:6])=[O:5] |f:0.1,2.3,5.6|.